Dataset: the Open Reaction Database (ORD), a public repository of structured organic reaction records. Task: describe an organic reaction: reactants, conditions, products, and yield Starting materials: S1C(=CC=C1)S (thiophene-2-thiol), C1(CCCCO1)=O (δ-valerolactone). RXN SMILES: [S:1]1[CH:5]=[CH:4][CH:3]=[C:2]1[SH:6].[C:7]1(=[O:13])[O:12][CH2:11][CH2:10][CH2:9][CH2:8]1>>[S:1]1[CH:5]=[CH:4][CH:3]=[C:2]1[S:6][CH2:11][CH2:10][CH2:9][CH2:8][C:7]([OH:13])=[O:12]. Yields the product S1C(=CC=C1)SCCCCC(=O)O (5-(2-thienylsulfanyl) valeric acid). Reported procedure: Method in which thiophene-2-thiol is reacted with δ-valerolactone to obtain 5-(2-thienylsulfanyl) valeric acid represented by Chemical Formula [4]. Reactants: NC1=C(C(=C(C=C1)CC(=O)O)F)O (4-amino-2-fluoro-3-hydroxyphenylacetic acid), CO (methanol), ClC1=C(C=CC=C1)N=C=S (2-chlorophenyl isothiocyanate), mercuric oxide. Conditions: time 2.5 hour. The product is ClC1=C(C=CC=C1)NC=1OC2=C(N1)C=CC(=C2F)CC(=O)OC (methyl 2-(2-chlorophenyl)amino-7-fluoro-6-benzoxazolylacetate). Yield: 50.0%. RXN SMILES: [NH2:1][C:2]1[CH:7]=[CH:6][C:5]([CH2:8][C:9]([OH:11])=[O:10])=[C:4]([F:12])[C:3]=1[OH:13].[Cl:14][C:15]1[CH:20]=[CH:19][CH:18]=[CH:17][C:16]=1[N:21]=[C:22]=S.[CH3:24]O>>[Cl:14][C:15]1[CH:20]=[CH:19][CH:18]=[CH:17][C:16]=1[NH:21][C:22]1[O:13][C:3]2[C:4]([F:12])=[C:5]([CH2:8][C:9]([O:11][CH3:24])=[O:10])[CH:6]=[CH:7][C:2]=2[N:1]=1. Procedure: In methanol (50 ml) was dissolved 4-amino-2-fluoro-3-hydroxyphenylacetic acid (2.52 g, 12.7 mmol). At room temperature, 2-chlorophenyl isothiocyanate (1.99 ml, 12.7 mmol) was added to the resulting solution. After the resulting mixture was stirred at room temperature for 2.5 hours, mercuric oxide (yellow) (3.29 g, 15.2 mmol) was added thereto. The mixture was stirred further for 14 hours at 70° C. The reaction mixture was allowed to cool down to room temperature. The insoluble matter was filtere... The reactants are COCCCn1ncc2ccc(CBr)cc21, CC(C)CC(=O)N1C(=O)OCC1Cc1ccccc1, C1CCOC1, [Li]CCCC, CN([SiH](C)C)[Si](C)(C)C, [Cl-], [NH4+]. Yields the product COCCCn1ncc2ccc(CC(C(=O)N3C(=O)OCC3Cc3ccccc3)C(C)C)cc21. RXN SMILES: [Br:34][CH2:35][c:36]1[cH:37][cH:38][c:39]2[cH:40][n:41][n:42]([CH2:45][CH2:46][CH2:47][O:48][CH3:49])[c:43]2[cH:44]1.[CH2:15]([c:16]1[cH:17][cH:18][cH:19][cH:20][cH:21]1)[CH:22]1[N:23]([C:28]([CH2:29][CH:30]([CH3:31])[CH3:32])=[O:33])[C:24](=[O:27])[O:25][CH2:26]1.[CH2:52]1[O:53][CH2:54][CH2:55][CH2:56]1.[CH3:10][CH2:11][CH2:12][CH2:13][Li:14].[CH3:1][SiH:2]([CH3:3])[N:4]([CH3:5])[Si:6]([CH3:7])([CH3:8])[CH3:9].[Cl-:50].[NH4+:51]>>[CH2:15]([c:16]1[cH:17][cH:18][cH:19][cH:20][cH:21]1)[CH:22]1[N:23]([C:28]([CH:29]([CH:30]([CH3:31])[CH3:32])[CH2:35][c:36]2[cH:37][cH:38][c:39]3[cH:40][n:41][n:42]([CH2:45][CH2:46][CH2:47][O:48][CH3:49])[c:43]3[cH:44]2)=[O:33])[C:24](=[O:27])[O:25][CH2:26]1. The reactants are C(C)(C)(C)OC(=O)N1CC(OCC1)CC1=CC=CC=C1 (2-Benzyl-morpholine-4-carboxylic acid tert-butyl ester). The solvent is solution, Cl (hydrogen chloride), O1CCOCC1 (dioxane). Reaction conditions: temperature 60 celsius, time 3 hour. Product: C(C1=CC=CC=C1)C1CNCCO1 (2-Benzyl-morpholine). Reaction SMILES: C(OC([N:8]1[CH2:13][CH2:12][O:11][CH:10]([CH2:14][C:15]2[CH:20]=[CH:19][CH:18]=[CH:17][CH:16]=2)[CH2:9]1)=O)(C)(C)C>Cl.O1CCOCC1>[CH2:14]([CH:10]1[O:11][CH2:12][CH2:13][NH:8][CH2:9]1)[C:15]1[CH:16]=[CH:17][CH:18]=[CH:19][CH:20]=1. Procedure: The above compound could be made in the following manner: 1 eq. 2-Benzyl-morpholine-4-carboxylic acid tert-butyl ester could be dissolved in 4N solution of hydrogen chloride in dioxane and the mixture could be stirred at 60° C. for 3 h. The solvent could be removed in vacuo and 1N aqueous hydrogen chloride solution could be added to the resulting residue, and the mixture could be washed with diethyl ether. The aqueous layer could be adjusted to pH 14 by addition of 2N NaOH solution and extracted... The reactants are ClC=1C=C(C=CC1OC(C)C)C1=NC(=NO1)C1=CC2=C(CN(CCO2)CC(=O)OC(C)(C)C)C=C1 (1,1-Dimethylethyl [8-(5-{3-chloro-4-[(1-methylethyl)oxy]phenyl}-1,2,4-oxadiazol-3-yl)-2,3-dihydro-1,4-benzoxazepin-4(5H)-yl]acetate), Cl (HCl). Solvent: O1CCOCC1 (1,4-dioxane), O1CCOCC1 (dioxan). Reaction conditions: time 24 hour. The product is ClC=1C=C(C=CC1OC(C)C)C1=NC(=NO1)C1=CC2=C(CN(CCO2)CC(=O)O)C=C1 ([8-(5-{3-Chloro-4-[(1-methylethyl)oxy]phenyl}-1,2,4-oxadiazol-3-yl)-2,3-dihydro-1,4-benzoxazepin-4(5H)-yl]acetic acid). Yield: 38.1%. As a reaction SMILES: [Cl:1][C:2]1[CH:3]=[C:4]([C:12]2[O:16][N:15]=[C:14]([C:17]3[CH:35]=[CH:34][C:20]4[CH2:21][N:22]([CH2:26][C:27]([O:29]C(C)(C)C)=[O:28])[CH2:23][CH2:24][O:25][C:19]=4[CH:18]=3)[N:13]=2)[CH:5]=[CH:6][C:7]=1[O:8][CH:9]([CH3:11])[CH3:10].Cl>O1CCOCC1>[Cl:1][C:2]1[CH:3]=[C:4]([C:12]2[O:16][N:15]=[C:14]([C:17]3[CH:35]=[CH:34][C:20]4[CH2:21][N:22]([CH2:26][C:27]([OH:29])=[O:28])[CH2:23][CH2:24][O:25][C:19]=4[CH:18]=3)[N:13]=2)[CH:5]=[CH:6][C:7]=1[O:8][CH:9]([CH3:11])[CH3:10]. Reported procedure: 1,1-Dimethylethyl [8-(5-{3-chloro-4-[(1-methylethyl)oxy]phenyl}-1,2,4-oxadiazol-3-yl)-2,3-dihydro-1,4-benzoxazepin-4(5H)-yl]acetate (Preparation 37) (0.13 g, 0.260 mmol) was dissolved in 1,4-dioxane (1 ml) and 4M HCl (4 ml, 16.00 mmol) in dioxan was added and the reaction mixture was left at room temperature for 24 hours. Then the reaction mixture was evaporated, triturated with ether and the resulting solid filtered off. The solid was dissolved in 5 ml of 2M sodium hydroxide and acidified with ... Starting materials: S(N)(=O)(=O)Cl (sulfamoyl chloride), C1CCOC1 (THF), CCN(C(C)C)C(C)C (Hünig's base), C1CCOC1 (THF). Reaction conditions: temperature -60 celsius, time 2 hour. Yields the product O=C1C(CCCC1)S(=O)(=O)N (2-Oxocyclohexanesulfonamide). RXN SMILES: [S:1](Cl)(=[O:4])(=[O:3])[NH2:2].[CH3:6][CH2:7]N(C(C)C)C(C)C.[CH2:15]1[CH2:19][O:18][CH2:17][CH2:16]1>>[O:18]=[C:19]1[CH2:15][CH2:16][CH2:17][CH2:7][CH:6]1[S:1]([NH2:2])(=[O:4])=[O:3]. Procedure details: Thereafter, the mixture was cooled to −60° C. and sulfamoyl chloride (11.85 g) in anhydrous THF (100 ml) was added dropwise (temperature increase from −60° C. to about −40° C.). The mixture was then cooled to −60° C. Then a solution of Hünig's base (13.3 g) in anhydrous THF (50 ml) was added gradually. The mixture was warmed up to room temperature and stirred for 2 hours. An unstirrable oil was the result. The THF was decanted off, and the oily residue was dissolved in methanol and filtered thro... Reactants: CC(=O)NCCc1cccc2ccc(OCCCOS(C)(=O)=O)cc12, CO, Cl, [Na], O, COC(=O)c1ccc(-c2ccc(O)cc2)cc1. Product: COC(=O)c1ccc(-c2ccc(OCCCOc3ccc4cccc(CCNC(C)=O)c4c3)cc2)cc1. As a reaction SMILES: [CH3:19][S:20]([O:21][CH2:24][CH2:25][CH2:26][O:27][c:28]1[cH:29][c:30]2[c:31]([CH2:38][CH2:39][NH:40][C:41]([CH3:42])=[O:43])[cH:32][cH:33][cH:34][c:35]2[cH:36][cH:37]1)(=[O:22])=[O:23].[CH3:46][OH:47].[ClH:44].[Na:1].[OH2:45].[OH:2][c:3]1[cH:4][cH:5][c:6](-[c:9]2[cH:10][cH:11][c:12]([C:15](=[O:16])[O:17][CH3:18])[cH:13][cH:14]2)[cH:7][cH:8]1>>[O:2]([c:3]1[cH:4][cH:5][c:6](-[c:9]2[cH:10][cH:11][c:12]([C:15](=[O:16])[O:17][CH3:18])[cH:13][cH:14]2)[cH:7][cH:8]1)[CH2:24][CH2:25][CH2:26][O:27][c:28]1[cH:29][c:30]2[c:31]([CH2:38][CH2:39][NH:40][C:41]([CH3:42])=[O:43])[cH:32][cH:33][cH:34][c:35]2[cH:36][cH:37]1. Reactants: COC(=O)c1c(O)c2ccc(-c3ccc(Oc4ccccc4)cc3)cc2oc1=O, COC(C)O, NCC(=O)[O-], [Na+]. The product is O=C(O)CNC(=O)c1c(O)c2ccc(-c3ccc(Oc4ccccc4)cc3)cc2oc1=O. As a reaction SMILES: [CH3:1][O:2][C:3](=[O:4])[c:5]1[c:6](=[O:29])[o:7][c:8]2[cH:9][c:10](-[c:16]3[cH:17][cH:18][c:19]([O:22][c:23]4[cH:24][cH:25][cH:26][cH:27][cH:28]4)[cH:20][cH:21]3)[cH:11][cH:12][c:13]2[c:14]1[OH:15].[CH3:36][O:37][CH:38]([OH:39])[CH3:40].[NH2:30][CH2:31][C:32](=[O:33])[O-:34].[Na+:35]>>[C:3](=[O:4])([c:5]1[c:6](=[O:29])[o:7][c:8]2[cH:9][c:10](-[c:16]3[cH:17][cH:18][c:19]([O:22][c:23]4[cH:24][cH:25][cH:26][cH:27][cH:28]4)[cH:20][cH:21]3)[cH:11][cH:12][c:13]2[c:14]1[OH:15])[NH:30][CH2:31][C:32](=[O:33])[OH:34]. Reactants: N([C@@H](CC(C)C)C(=O)N[C@@H](C)C(=O)CC1=CC=CC=C1)C (H-MeLeu-Ala-Bzl), C(C(C)(C)C)(=O)Cl (pivaloyl chloride), C(C)N(C(C)C)C(C)C (N-ethyl-diisopropylamine), N([C@@H](C(C)C)C(=O)O)C(=O)OC(C)(C)C (BOC-L-Val-OH). Solvent: C(Cl)(Cl)Cl (chloroform), C(Cl)(Cl)Cl (chloroform). Run at time 2 hour. Product: N([C@@H](C(C)C)C(=O)N([C@@H](CC(C)C)C(=O)N[C@@H](C)C(=O)CC1=CC=CC=C1)C)C(=O)OC(C)(C)C (BOC-Val-MeLeu-Ala-Bzl). RXN SMILES: C(Cl)(=O)C(C)(C)C.C(N(C(C)C)C(C)C)C.[NH:17]([C:25]([O:27][C:28]([CH3:31])([CH3:30])[CH3:29])=[O:26])[C@H:18]([C:22]([OH:24])=O)[CH:19]([CH3:21])[CH3:20].[NH:32]([CH3:52])[C@H:33]([C:38]([NH:40][C@H:41]([C:43]([CH2:45][C:46]1[CH:51]=[CH:50][CH:49]=[CH:48][CH:47]=1)=[O:44])[CH3:42])=[O:39])[CH2:34][CH:35]([CH3:37])[CH3:36]>C(Cl)(Cl)Cl>[NH:17]([C:25]([O:27][C:28]([CH3:31])([CH3:30])[CH3:29])=[O:26])[C@H:18]([C:22]([N:32]([CH3:52])[C@H:33]([C:38]([NH:40][C@H:41]([C:43]([CH2:45][C:46]1[CH:51]=[CH:50][CH:49]=[CH:48][CH:47]=1)=[O:44])[CH3:42])=[O:39])[CH2:34][CH:35]([CH3:37])[CH3:36])=[O:24])[CH:19]([CH3:20])[CH3:21]. Procedure: 12.9 ml (12.7 g=106 mMol) pivaloyl chloride and 23 g (212 mMol) N-ethyl-diisopropylamine are added to a solution of 23.2 g (106 mMol) BOC-L-Val-OH in 400 ml chloroform and the mixture stirred for 2 hrs. at room temperature under a nitrogen atmosphere. 27.37 g (89 mMol) H-MeLeu-Ala-Bzl dissolved in 100 ml chloroform are then added and the reaction mixture stirred for a further 18 hrs. at 60° C. again under a nitrogen atmosphere. The obtained solution is washed with 300 ml 1N HCl, the aqueous phas... Reactants: O=C1N(CCC1CCC1=NC2=NC=CC=C2C=C1)CC(=O)OCC (Ethyl (2-Oxo-3-(2-([1,8]naphthyridin-2-yl)ethyl)pyrrolidin-1-yl)-acetate). The reagents and catalysts are [Pd] (Pd/C). Solvent: CO (CH3OH). Conditions: time 2 hour. Product: O=C1N(CCC1CCC1=NC=2NCCCC2C=C1)CC(=O)OCC (Ethyl (2-Oxo-3-(2-(5,6,7,8-tetrahydro-[1,8]-naphthyridin-2-yl)ethyl)pyrrolidin-1-yl)acetate). As a reaction SMILES: [O:1]=[C:2]1[CH:6]([CH2:7][CH2:8][C:9]2[CH:18]=[CH:17][C:16]3[C:11](=[N:12][CH:13]=[CH:14][CH:15]=3)[N:10]=2)[CH2:5][CH2:4][N:3]1[CH2:19][C:20]([O:22][CH2:23][CH3:24])=[O:21]>[Pd].CO>[O:1]=[C:2]1[CH:6]([CH2:7][CH2:8][C:9]2[CH:18]=[CH:17][C:16]3[CH2:15][CH2:14][CH2:13][NH:12][C:11]=3[N:10]=2)[CH2:5][CH2:4][N:3]1[CH2:19][C:20]([O:22][CH2:23][CH3:24])=[O:21]. Procedure details: A mixture of 2-6 (0.87 g, 2.6 mmol), 10% Pd/C (0.5 g), and CH3OH (25 mL) was stirred under a hydrogen atmosphere (1 atm) for 2 hr. The catalyst was then removed by filtration through a celite pad followed by concentration of the filtrate. Flash chromatogrphy (silica, EtOAc→5% CH3OH/EtOAc) gave 2-7 as a yellow oil.